Task: describe an organic reaction: reactants, conditions, products, and yield. Dataset: the Open Reaction Database (ORD), a public repository of structured organic reaction records Isolated yield 63.2%. Starting materials: C1(=CC=C(C=C1)N1NC(=CC1)O[Si](C)(C)C(C)(C)C)C (1-p-tolyl-3-(t-butyldimethylsiloxy)-pyrazoline), C(CCC)[Li] (n-butyllithium), CC(=O)C (acetone). Yields the product OC(C)(C)C1C(NN(C1)C1=CC=C(C=C1)C)=O (4-(1-hydroxy-1-methylethyl)-1-p-tolyl-3-pyrazolidinone). The solvent is O1CCCC1 (tetrahydrofuran), CCCCCC (n-hexane), O1CCCC1 (tetrahydrofuran). Procedure: A solution of 1-p-tolyl-3-(t-butyldimethylsiloxy)-pyrazoline (218 g, 0.75 mole) in 750 ml anhydrous tetrahydrofuran was added dropwise over a 30 minute period to a solution of n-butyllithium (51.5 g, 0.80 mole) in 350 ml n-hexane and 3.0 l anhydrous tetrahydrofuran stirred under nitrogen and cooled to -78° C. in a dry ice-acetone bath. The mixture was stirred for another 30 minutes then treated with one portion of acetone (58. g, 1.0 mole), and stirred at -78° C. for an additional 30 minutes. Af... Conditions: temperature -78 celsius. RXN SMILES: [C:1]1([CH3:20])[CH:6]=[CH:5][C:4]([N:7]2[CH2:11][CH:10]=[C:9]([O:12][Si](C(C)(C)C)(C)C)[NH:8]2)=[CH:3][CH:2]=1.C([Li])CCC.[CH3:26][C:27]([CH3:29])=[O:28]>O1CCCC1.CCCCCC>[OH:28][C:27]([CH:10]1[CH2:11][N:7]([C:4]2[CH:3]=[CH:2][C:1]([CH3:20])=[CH:6][CH:5]=2)[NH:8][C:9]1=[O:12])([CH3:29])[CH3:26]. Reactants: C(C)(C)C1N=C(C(=C(C1(C(=O)OCC)CO)C1=C(C=CC=C1)C#C)C=CCCC)C(C)C (ethyl 2,6-diisopropyl-3-hydroxymethyl-4-(2-ethynylphenyl)-5-(pent-1-enyl)pyridine-3-carboxylate), C25H33NO. Run in C(C)(=O)OCC.CCCCCC (ethyl acetate n-hexane). Product: C(C)(C)C1=NC(=C(C(=C1CO)C1=C(C=CC=C1)C=C)CCCCC)C(C)C (2,6-Diisopropyl-3-hydroxymethyl-4-(2-ethenylphenyl)-5-pentylpyridine). Reaction SMILES: [CH:1]([CH:4]1[C:9](CO)([C:10](OCC)=[O:11])[C:8]([C:17]2[CH:22]=[CH:21][CH:20]=[CH:19][C:18]=2[C:23]#[CH:24])=[C:7]([CH:25]=[CH:26][CH2:27][CH2:28][CH3:29])[C:6]([CH:30]([CH3:32])[CH3:31])=[N:5]1)([CH3:3])[CH3:2]>C(OCC)(=O)C.CCCCCC>[CH:1]([C:4]1[C:9]([CH2:10][OH:11])=[C:8]([C:17]2[CH:22]=[CH:21][CH:20]=[CH:19][C:18]=2[CH:23]=[CH2:24])[C:7]([CH2:25][CH2:26][CH2:27][CH2:28][CH3:29])=[C:6]([CH:30]([CH3:31])[CH3:32])[N:5]=1)([CH3:3])[CH3:2] |f:1.2|. Procedure: The title compound was prepared from ethyl 2,6-diisopropyl-3-hydroxymethyl-4-(2-ethynylphenyl)-5-(pent-1-enyl)pyridine-3-carboxylate by the procedure described in Example 125, Step F. 1H NMR (300 MHz, CDCl3) (reported as a mixture of olefin isomers): δ 0.60-0.90 (m, 3 H), 1.0-1.40 (m, 15 H), 1.60-1.90 (m, 2 H), 3.20-3.50 (m, 2 H), 4.20-4.40 (m, 2 H), 5.14 (dt, J=11.0, 1.0 Hz, 1 H), 5.40 (m, 1 H), 5.90 (m, 1 H), 6.30 (m, 1 H), 7.0-7.70 (m, 4 H). FAB-MS: calculated for C25H33NO 363.5; found 364 (M... Product: COC([C@H]1N(C[C@@H](C1)NC(CN(C)C)=O)C(=O)OC(C)(C)C)=O (N-tert-Butoxycarbonyl-trans-4-(N,N-Dimethylglycylamino)-L-Proline Methyl Ester). Reaction SMILES: ON1C2C=CC=CC=2N=N1.Cl.CN(C)CCCN=C=NCC.[CH3:23][O:24][C:25](=[O:39])[C@@H:26]1[CH2:30][C@@H:29]([NH2:31])[CH2:28][N:27]1[C:32]([O:34][C:35]([CH3:38])([CH3:37])[CH3:36])=[O:33].Cl.[CH3:41][N:42]([CH3:47])[CH2:43][C:44](O)=[O:45]>ClCCl.C(N(CC)CC)C>[CH3:23][O:24][C:25](=[O:39])[C@@H:26]1[CH2:30][C@@H:29]([NH:31][C:44](=[O:45])[CH2:43][N:42]([CH3:47])[CH3:41])[CH2:28][N:27]1[C:32]([O:34][C:35]([CH3:36])([CH3:38])[CH3:37])=[O:33] |f:1.2,4.5|. The solvent is ClCCl (dichloromethane), C(C)N(CC)CC (Triethylamine). Reported procedure: Triethylamine (362 μL), 1-hydroxybenzotriazole (160 mg), and 1-(3-dimethylamino-propyl)-3-ethylcarbodiimide hydrochloride (249 mg) were added to a mixture of N-tert-butoxycarbonyl-trans-4-amino-L-proline methyl ester(Compound D101 (M), 264 mg) and N,N-dimethylglycine hydrochloride (181 mg) in dichloromethane (10 mL) at 0° C. After stirring at 0° C. for 30 min and at room temperature for 18 hr, the solvent was removed in vacuo. The residue was diluted with saturated sodium hydrogen carbonate and ... The reactants are ON1N=NC2=C1C=CC=C2 (1-hydroxybenzotriazole), Cl.CN(CCCN=C=NCC)C (1-(3-dimethylamino-propyl)-3-ethylcarbodiimide hydrochloride), COC([C@H]1N(C[C@@H](C1)N)C(=O)OC(C)(C)C)=O (N-tert-butoxycarbonyl-trans-4-amino-L-proline methyl ester), Compound D101, Cl.CN(CC(=O)O)C (N,N-dimethylglycine hydrochloride). Run at temperature 0 celsius, time 18 hour. The yield is 74.2%. Starting materials: [BH4-], CCOC(C)=O, CO, ClCCl, COC(=O)c1ccc(-c2cc(OC)ncc2F)c(C2(C=O)CCCC2)c1, [Na+], O=[O+][O-]. Product: COC(=O)c1ccc(-c2cc(OC)ncc2F)c(C2(CO)CCCC2)c1. Reaction SMILES: [BH4-:30].[CH3:32][CH2:33][O:34][C:35]([CH3:36])=[O:37].[CH3:41][OH:42].[Cl:38][CH2:39][Cl:40].[F:4][c:5]1[c:6](-[c:13]2[c:14]([C:23]3([CH:28]=[O:29])[CH2:24][CH2:25][CH2:26][CH2:27]3)[cH:15][c:16]([C:17](=[O:18])[O:19][CH3:20])[cH:21][cH:22]2)[cH:7][c:8]([O:11][CH3:12])[n:9][cH:10]1.[Na+:31].[O-:1][O+:2]=[O:3]>>[F:4][c:5]1[c:6](-[c:13]2[c:14]([C:23]3([CH2:28][OH:29])[CH2:24][CH2:25][CH2:26][CH2:27]3)[cH:15][c:16]([C:17](=[O:18])[O:19][CH3:20])[cH:21][cH:22]2)[cH:7][c:8]([O:11][CH3:12])[n:9][cH:10]1. Starting materials: C1CNCCN1, CCOC(=O)c1cn(C(C)(C)C)c2nc(Cl)c(F)cc2c1=O, CC#N. The product is CCOC(=O)c1cn(C(C)(C)C)c2nc(N3CCNCC3)c(F)cc2c1=O. RXN SMILES: [CH2:1]1[CH2:2][NH:3][CH2:4][CH2:5][NH:6]1.[CH2:7]([CH3:8])[O:9][C:10](=[O:11])[c:12]1[cH:13][n:14]([C:25]([CH3:26])([CH3:27])[CH3:28])[c:15]2[n:16][c:17]([Cl:24])[c:18]([F:23])[cH:19][c:20]2[c:21]1=[O:22].[CH3:29][C:30]#[N:31]>>[CH2:1]1[CH2:2][N:3]([c:17]2[n:16][c:15]3[n:14]([C:25]([CH3:26])([CH3:27])[CH3:28])[cH:13][c:12]([C:10]([O:9][CH2:7][CH3:8])=[O:11])[c:21](=[O:22])[c:20]3[cH:19][c:18]2[F:23])[CH2:4][CH2:5][NH:6]1. Starting materials: ClC1=NC=NC2=C1C1=C([Se]2)CCCC1 (4-Chloro-5,6,7,8-tetrahydrobenzo[1,2-b]pyrimidino[5,4-d]selenophene), NC=1OC(=CC1C#N)C(C)(C)C (2-amino-5-tert-butylfuran-3-carbonitrile), [OH-].[Na+] (NaOH). Run in CN(C)C=O (DMF). Yields the product C(C)(C)(C)C1=CC(=C(O1)NC1=NC=NC2=C1C1=C([Se]2)CCCC1)C#N (5-(tert-butyl)-2-(5,6,7,8-tetrahydrobenzo[1,2-b]pyrimidino[5,6-d]selenophen-4-ylamino)furan-3-carbonitrile). Yield: 54.7%. As a reaction SMILES: Cl[C:2]1[C:7]2[C:8]3[CH2:14][CH2:13][CH2:12][CH2:11][C:9]=3[Se:10][C:6]=2[N:5]=[CH:4][N:3]=1.[NH2:15][C:16]1[O:17][C:18]([C:23]([CH3:26])([CH3:25])[CH3:24])=[CH:19][C:20]=1[C:21]#[N:22].[OH-].[Na+]>CN(C=O)C>[C:23]([C:18]1[O:17][C:16]([NH:15][C:2]2[C:7]3[C:8]4[CH2:14][CH2:13][CH2:12][CH2:11][C:9]=4[Se:10][C:6]=3[N:5]=[CH:4][N:3]=2)=[C:20]([C:21]#[N:22])[CH:19]=1)([CH3:26])([CH3:24])[CH3:25] |f:2.3|. Procedure: To a solution of 4-chloro-5,6,7,8-tetrahydrobenzo[1,2-b]pyrimidino[5,4-d]selenophene (500 mg, 1.83 mmol, from step b of example 1) in DMF (15 mL) was added sequentially 2-amino-5-tert-butylfuran-3-carbonitrile (300 mg, 1.83 mmol) and powdered NaOH (210 mg, 5.49 mmol) at rt. Work-up as described in example 2, gave the product as a yellow color solid (400 mg, 55%), mp 230-232° C. 1H NMR (400 MHz, CDCl3): δ 9.78 (1H, s, H-2), 6.94 (1H, br s, exchangeable with D2O, —NH), 6.35 (1H, s, H-4′), 3.30-3.3... Starting materials: [Cl-].[Al+3].[Cl-].[Cl-] (aluminium chloride), [Cl-].[Al+3].[Cl-].[Cl-] (aluminium chloride), CN(C)CCC1=CC=CC=C1 (N,N-dimethylphenethylamine), C(CC)(=O)Cl (propionyl chloride), [OH-].[Na+] (sodium hydroxide). The solvent is O (water), C(=S)=S (carbon disulfide). Conditions: time 1 hour. Product: CN(C)CCC1=CC=C(C=C1)C(CC)=O (p-N,N-dimethylaminoethylpropiophenone). Isolated yield 81.3%. Reaction SMILES: [Cl-].[Al+3].[Cl-].[Cl-].[CH3:5][N:6]([CH2:8][CH2:9][C:10]1[CH:15]=[CH:14][CH:13]=[CH:12][CH:11]=1)[CH3:7].[C:16](Cl)(=[O:19])[CH2:17][CH3:18].[OH-].[Na+]>C(=S)=S.O>[CH3:5][N:6]([CH2:8][CH2:9][C:10]1[CH:15]=[CH:14][C:13]([C:16](=[O:19])[CH2:17][CH3:18])=[CH:12][CH:11]=1)[CH3:7] |f:0.1.2.3,6.7|. Reported procedure: Anhydrous aluminium chloride (66 g) was added to a solution of N,N-dimethylphenethylamine (22.358 g) in dried carbon disulfide (225 ml). Then, propionyl chloride (15.27 g) was added dropwise to the solution at 50° to 60° C. with stirring over a period of about 1 hour and the solution was refluxed with stirring for 4.5 hours. Cold water was added to the solution to decompose the aluminium chloride. The solution was adjusted to weak alkaline with sodium hydroxide solution and extracted with ethyl ... Starting materials: C(C)(C)(C)OC(=O)NCCNS(=O)(=O)C=1C(=C(C=CC1Cl)NC(=O)NC1=C(C=CC=C1)Cl)O (N-[3-[N″-[2-(tert-butoxycarbonylamino)ethyl]aminosulfonyl]4-chloro-2-hydroxyphenyl]-N′(2-chlorophenyl) urea), FC(C(=O)O)(F)F (trifluoroacetic acid). Product: FC(C(=O)O)(F)F.NCCNS(=O)(=O)C=1C(=C(C=CC1Cl)NC(=O)NC1=C(C=CC=C1)Cl)O (N-[3-[N″-(2-aminoethyl)aminosulfonyl]-4-chloro-2-hydroxyphenyl]-N′(2-chlorophenyl) urea trifluoroacetate). Isolated yield 87.0%. As a reaction SMILES: C(OC([NH:8][CH2:9][CH2:10][NH:11][S:12]([C:15]1[C:16]([OH:33])=[C:17]([NH:22][C:23]([NH:25][C:26]2[CH:31]=[CH:30][CH:29]=[CH:28][C:27]=2[Cl:32])=[O:24])[CH:18]=[CH:19][C:20]=1[Cl:21])(=[O:14])=[O:13])=O)(C)(C)C.[F:34][C:35]([F:40])([F:39])[C:36]([OH:38])=[O:37]>>[F:34][C:35]([F:40])([F:39])[C:36]([OH:38])=[O:37].[NH2:8][CH2:9][CH2:10][NH:11][S:12]([C:15]1[C:16]([OH:33])=[C:17]([NH:22][C:23]([NH:25][C:26]2[CH:31]=[CH:30][CH:29]=[CH:28][C:27]=2[Cl:32])=[O:24])[CH:18]=[CH:19][C:20]=1[Cl:21])(=[O:13])=[O:14] |f:2.3|. Reported procedure: Following the general procedure for Boc deprotection outlined in example 36, N-[3-[N″-[2-(tert-butoxycarbonylamino)ethyl]aminosulfonyl]4-chloro-2-hydroxyphenyl]-N′(2-chlorophenyl) urea (57 mg, 0.11 mmol) was stirred in trifluoroacetic acid to form the desired product (51 mg, 87%). LC-MS (m/z) 419.2 (M+). The reactants are COC([C@@H](CC1=CC=CC=C1)NCCNC(=O)OC(C)(C)C)=O ((2R)-2-(2-(tert-Butoxycarbonylamino)ethylamino)-3-phenylpropionic acid methyl ester), FC(C(=O)O)(F)F (trifluoroacetic acid). Run in C(Cl)Cl (methylene chloride). Conditions: time 1 hour. Product: COC([C@@H](CC1=CC=CC=C1)NCCN)=O ((2R)-2-(2-aminoethylamino)-3-phenylpropionic acid methyl ester). The yield is 125.3%. Reaction SMILES: [CH3:1][O:2][C:3](=[O:23])[C@H:4]([NH:12][CH2:13][CH2:14][NH:15]C(OC(C)(C)C)=O)[CH2:5][C:6]1[CH:11]=[CH:10][CH:9]=[CH:8][CH:7]=1.FC(F)(F)C(O)=O>C(Cl)Cl>[CH3:1][O:2][C:3](=[O:23])[C@H:4]([NH:12][CH2:13][CH2:14][NH2:15])[CH2:5][C:6]1[CH:7]=[CH:8][CH:9]=[CH:10][CH:11]=1. Procedure details: (2R)-2-(2-(tert-Butoxycarbonylamino)ethylamino)-3-phenylpropionic acid methyl ester (1.32 g; 4.094 mmol) was dissolved in methylene chloride (10 ml) and trifluoroacetic acid (10 ml) was added. The reaction mixture was stirred for 1 hour at room temperature. The solvent was evaporated in vacuo and the residue was dissolved in methylene chloride (5 ml) and evaporated in vacuo. Methylene chloride (5 ml) was added and evaporated in vacuo to afford 1.14 g of (2R)-2-(2-aminoethylamino)-3-phenylpropion...